Dataset: the Open Reaction Database (ORD), a public repository of structured organic reaction records. Task: describe an organic reaction: reactants, conditions, products, and yield Run at time 16 hour. RXN SMILES: Cl[C:2](Cl)([O:4]C(=O)OC(Cl)(Cl)Cl)Cl.[Cl:13][C:14]1[C:19]([C:20]2[CH:25]=[CH:24][C:23]([CH3:26])=[CH:22][CH:21]=2)=[CH:18][N:17]=[N:16][C:15]=1[NH:27][NH2:28].ClC1N=NC=C(C2C=CC(C)=CC=2)C=1NN>C1COCC1>[Cl:13][C:14]1[C:15]2[N:16]([C:2](=[O:4])[NH:28][N:27]=2)[N:17]=[CH:18][C:19]=1[C:20]1[CH:21]=[CH:22][C:23]([CH3:26])=[CH:24][CH:25]=1. Solvent: C1CCOC1 (THF). Yields the product ClC=1C=2N(N=CC1C1=CC=C(C=C1)C)C(NN2)=O (8-chloro-7-p-tolyl-[1,2,4]triazolo[4,3-b]pyridazin-3(2H)-one). Procedure: A stirring solution of triphosgene (19.0 g, 64.0 mmol) in THF (200 mL) was cooled to 0° C. under argon and the mixture of 1-(4-chloro-5-p-tolylpyridazin-3-yl)hydrazine and 1-(3-chloro-5-p-tolylpyridazin-4-yl)hydrazine (3.0 g gross), prepared as described in Example 362C, was added over 3 min. The reaction mixture was allowed to warm to RT gradually and then stirred for 16 h. Solvent was removed under vacuum to reduce the reaction mixture to half its original volume, and the resulting suspension ... The reactants are ClC1=C(N=NC=C1C1=CC=C(C=C1)C)NN (1-(4-chloro-5-p-tolylpyridazin-3-yl)hydrazine), ClC=1N=NC=C(C1NN)C1=CC=C(C=C1)C (1-(3-chloro-5-p-tolylpyridazin-4-yl)hydrazine), ClC(Cl)(OC(OC(Cl)(Cl)Cl)=O)Cl (triphosgene).